The task is: describe an organic reaction: reactants, conditions, products, and yield. This data is from the Open Reaction Database (ORD), a public repository of structured organic reaction records. Starting materials: N1CCCC1 (pyrrolidine), C1(=CC=CC=C1)CCC=O (3-phenylpropionaldehyde), N1CCCC1 (pyrrolidine), C1(=CC=CC=C1)CCC=O (3-phenylpropionaldehyde), N=1C=CN2C1C(=CC=C2)OCCCCN2C(OCC2=O)=O (3-[4-(imidazo[1,2-a]pyridin-8-yloxy)butyl]oxazolidine-2,4-dione). The solvent is C(C)O (ethanol), C(C)O (ethanol), C(C)O (ethanol). Run at temperature 60 celsius, time 20 minute. The product is C1(=CC=CC=C1)CCC=C1C(N(C(O1)=O)CCCCOC=1C=2N(C=CC1)C=CN2)=O (5-(3-phenylpropylidene)-3-[4-(imidazo[1,2-a]pyridin-8-yloxy)butyl]oxazolidine-2,4-dione). Reaction SMILES: [N:1]1[CH:2]=[CH:3][N:4]2[CH:9]=[CH:8][CH:7]=[C:6]([O:10][CH2:11][CH2:12][CH2:13][CH2:14][N:15]3[C:19](=[O:20])[CH2:18][O:17][C:16]3=[O:21])[C:5]=12.N1CCCC1.[C:27]1([CH2:33][CH2:34][CH:35]=O)[CH:32]=[CH:31][CH:30]=[CH:29][CH:28]=1>C(O)C>[C:27]1([CH2:33][CH2:34][CH:35]=[C:18]2[O:17][C:16](=[O:21])[N:15]([CH2:14][CH2:13][CH2:12][CH2:11][O:10][C:6]3[C:5]4[N:4]([CH:3]=[CH:2][N:1]=4)[CH:9]=[CH:8][CH:7]=3)[C:19]2=[O:20])[CH:32]=[CH:31][CH:30]=[CH:29][CH:28]=1. Procedure: 1.45 g (5 mmol) of 3-[4-(imidazo[1,2-a]pyridin-8-yloxy)butyl]oxazolidine-2,4-dione and 20 ml of ethanol were placed in a reaction flask, followed by stirring at 60° C. for 20 minutes, to dissolve the starting materials. After this mixture was kept standing to 50° C., an ethanol solution of 0.05 ml (0.5 mmol) of pyrrolidine was added. Next, an ethanol solution of 0.66 ml (5 mmol) of 3-phenylpropionaldehyde was added, followed by refluxing for 19 hours. 3.5 hours later, 0.66 ml (5 mmol) of 3-pheny...